From a dataset of the Open Reaction Database (ORD), a public repository of structured organic reaction records. describe an organic reaction: reactants, conditions, products, and yield Reactants: C1(=CC=CC=C1)C1=CC=C(C(CBr)=O)C=C1 (4-phenylphenacyl bromide), C(C)(=O)O (acetic acid). Yields the product C(C)(=O)OCC(=O)C1=CC=C(C=C1)C1=CC=CC=C1 (4-phenylphenacyl acetate). Reaction SMILES: [C:1]1([C:7]2[CH:16]=[CH:15][C:10]([C:11](=[O:14])[CH2:12]Br)=[CH:9][CH:8]=2)[CH:6]=[CH:5][CH:4]=[CH:3][CH:2]=1.[C:17]([OH:20])(=[O:19])[CH3:18]>>[C:17]([O:20][CH2:12][C:11]([C:10]1[CH:15]=[CH:16][C:7]([C:1]2[CH:6]=[CH:5][CH:4]=[CH:3][CH:2]=2)=[CH:8][CH:9]=1)=[O:14])(=[O:19])[CH3:18]. Reported procedure: Following the procedure of Example, 1, 5 grams of 4-phenylphenacyl bromide are reacted with 5 grams of acetic acid to obtain 4-phenylphenacyl acetate, m.p. 109°-110° C. Yields the product C(C1=CC=CC=C1)OCCOC1=CC=C(C=C1)C1C(CN(CC1)C(=O)OC(C)(C)C)OCC1=CC2=CC=CC=C2C(=C1)O (tert-butyl (3RS,4RS)-4-[4-(2-benzyloxy-ethoxy)-phenyl]-3-(4-hydroxy-naphthalen-2-ylmethoxy)-piperidine-1-carboxylate). Reported procedure: In an analogous manner to that described in Example 1(g), by alkylating tert-butyl (3RS,4RS)-4-[4-(2-hydroxy-ethoxy)-phenyl)-3-[4-(2-trimethylsilanyl-ethoxymethoxy)-naphthalen-2-ylmethoxy]-piperidine-1-carboxylate with benzyl bromide there was obtained tert-butyl (3RS,4RS)-4-[4-(2-benzyloxy-ethoxy)-phenyl]-3-(4-hydroxy-naphthalen-2-ylmethoxy)-piperidine-1-carboxylate. RXN SMILES: [OH:1][CH2:2][CH2:3][O:4][C:5]1[CH:10]=[CH:9][C:8]([CH:11]2[CH2:16][CH2:15][N:14]([C:17]([O:19][C:20]([CH3:23])([CH3:22])[CH3:21])=[O:18])[CH2:13][CH:12]2[O:24][CH2:25][C:26]2[CH:35]=[C:34]([O:36]COCC[Si](C)(C)C)[C:33]3[C:28](=[CH:29][CH:30]=[CH:31][CH:32]=3)[CH:27]=2)=[CH:7][CH:6]=1.[CH2:45](Br)[C:46]1[CH:51]=[CH:50][CH:49]=[CH:48][CH:47]=1>>[CH2:45]([O:1][CH2:2][CH2:3][O:4][C:5]1[CH:10]=[CH:9][C:8]([CH:11]2[CH2:16][CH2:15][N:14]([C:17]([O:19][C:20]([CH3:21])([CH3:22])[CH3:23])=[O:18])[CH2:13][CH:12]2[O:24][CH2:25][C:26]2[CH:35]=[C:34]([OH:36])[C:33]3[C:28](=[CH:29][CH:30]=[CH:31][CH:32]=3)[CH:27]=2)=[CH:7][CH:6]=1)[C:46]1[CH:51]=[CH:50][CH:49]=[CH:48][CH:47]=1. Starting materials: OCCOC1=CC=C(C=C1)C1C(CN(CC1)C(=O)OC(C)(C)C)OCC1=CC2=CC=CC=C2C(=C1)OCOCC[Si](C)(C)C (tert-butyl (3RS,4RS)-4-[4-(2-hydroxy-ethoxy)-phenyl)-3-[4-(2-trimethylsilanyl-ethoxymethoxy)-naphthalen-2-ylmethoxy]-piperidine-1-carboxylate), C(C1=CC=CC=C1)Br (benzyl bromide). The reactants are CC#N, COc1cc(C(C)=O)ccc1OCCCCl, [K+], [K+], c1ccc2c(C3CCNCC3)n[nH]c2c1, O=C([O-])[O-], O. Yields the product COc1cc(C(C)=O)ccc1OCCCN1CCC(c2n[nH]c3ccccc23)CC1. RXN SMILES: [CH3:38][C:39]#[N:40].[Cl:22][CH2:23][CH2:24][CH2:25][O:26][c:27]1[c:28]([O:36][CH3:37])[cH:29][c:30]([C:33]([CH3:34])=[O:35])[cH:31][cH:32]1.[K+:16].[K+:17].[NH:1]1[CH2:2][CH2:3][CH:4]([c:7]2[n:8][nH:9][c:10]3[cH:11][cH:12][cH:13][cH:14][c:15]23)[CH2:5][CH2:6]1.[O-:18][C:19]([O-:20])=[O:21].[OH2:41]>>[N:1]1([CH2:23][CH2:24][CH2:25][O:26][c:27]2[c:28]([O:36][CH3:37])[cH:29][c:30]([C:33]([CH3:34])=[O:35])[cH:31][cH:32]2)[CH2:2][CH2:3][CH:4]([c:7]2[n:8][nH:9][c:10]3[cH:11][cH:12][cH:13][cH:14][c:15]23)[CH2:5][CH2:6]1. Starting materials: CN(C)C=O, CCOC(C)=O, O=C(Cl)C(=O)Cl, CC(C)(C#N)c1cccc(C(=O)O)c1Cl, CC(=O)Nc1nc2ccc(Oc3ccc(F)c(N)c3)c(C#N)c2s1, C1CCOC1. Product: CC(=O)Nc1nc2ccc(Oc3ccc(F)c(NC(=O)c4cccc(C(C)(C)C#N)c4Cl)c3)c(C#N)c2s1. RXN SMILES: [CH3:22][N:23]([CH3:24])[CH:25]=[O:26].[CH3:56][CH2:57][O:58][C:59](=[O:60])[CH3:61].[Cl:16][C:17]([C:18]([Cl:19])=[O:20])=[O:21].[Cl:1][c:2]1[c:3]([C:4](=[O:5])[OH:6])[cH:7][cH:8][cH:9][c:10]1[C:11]([CH3:12])([CH3:13])[C:14]#[N:15].[NH2:27][c:28]1[cH:29][c:30]([O:31][c:32]2[c:33]([C:45]#[N:46])[c:34]3[c:35]([n:36][c:37]([NH:39][C:40]([CH3:41])=[O:42])[s:38]3)[cH:43][cH:44]2)[cH:47][cH:48][c:49]1[F:50].[O:51]1[CH2:52][CH2:53][CH2:54][CH2:55]1>>[Cl:1][c:2]1[c:3]([C:4](=[O:6])[NH:27][c:28]2[cH:29][c:30]([O:31][c:32]3[c:33]([C:45]#[N:46])[c:34]4[c:35]([n:36][c:37]([NH:39][C:40]([CH3:41])=[O:42])[s:38]4)[cH:43][cH:44]3)[cH:47][cH:48][c:49]2[F:50])[cH:7][cH:8][cH:9][c:10]1[C:11]([CH3:12])([CH3:13])[C:14]#[N:15].